Dataset: the Open Reaction Database (ORD), a public repository of structured organic reaction records. Task: describe an organic reaction: reactants, conditions, products, and yield The reactants are BrC=1SC=C(N1)C(=O)NC=1C=NN(C1[C@@H]1CC[C@H]([C@@H](CO1)OC)NC(OC(C)(C)C)=O)C (tert-butyl ((3S,4R,7S)-7-(4-(2-bromothiazole-4-carboxamido)-1-methyl-1H-pyrazol-5-yl)-3-methoxyoxepan-4-yl)carbamate), BrC=1SC=C(N1)C(=O)NC=1C=NN(C1[C@@H]1CC[C@H]([C@@H](CO1)OC)NC(OC(C)(C)C)=O)C (tert-butyl ((3S,4R,7S)-7-(4-(2-bromothiazole-4-carboxamido)-1-methyl-1H-pyrazol-5-yl)-3-methoxyoxepan-4-yl)carbamate), CC=1C(=NC=CC1)B(O)O ((3-methylpyridin-2-yl)boronic acid). The product is N[C@@H]1CC[C@H](OC[C@H]1OC)C1=C(C=NN1C)NC(=O)C=1N=C(SC1)C1=NC=CC=C1C (N-(5-((2S,5R,6S)-5-amino-6-methoxyoxepan-2-yl)-1-methyl-1H-pyrazol-4-yl)-2-(3-methylpyridin-2-yl)thiazole-4-carboxamide). Reaction SMILES: Br[C:2]1[S:3][CH:4]=[C:5]([C:7]([NH:9][C:10]2[CH:11]=[N:12][N:13]([CH3:32])[C:14]=2[C@H:15]2[O:21][CH2:20][C@@H:19]([O:22][CH3:23])[C@H:18]([NH:24]C(=O)OC(C)(C)C)[CH2:17][CH2:16]2)=[O:8])[N:6]=1.[CH3:33][C:34]1[C:35](B(O)O)=[N:36][CH:37]=[CH:38][CH:39]=1>>[NH2:24][C@H:18]1[C@H:19]([O:22][CH3:23])[CH2:20][O:21][C@H:15]([C:14]2[N:13]([CH3:32])[N:12]=[CH:11][C:10]=2[NH:9][C:7]([C:5]2[N:6]=[C:2]([C:35]3[C:34]([CH3:33])=[CH:39][CH:38]=[CH:37][N:36]=3)[S:3][CH:4]=2)=[O:8])[CH2:16][CH2:17]1. Reported procedure: Following the procedure for Example 101 starting from tert-butyl ((3S,4R,7S)-7-(4-(2-bromothiazole-4-carboxamido)-1-methyl-1H-pyrazol-5-yl)-3-methoxyoxepan-4-yl)carbamate (Intermediate 102), and replacing 3,6-dihydro-2H-pyran-4-boronic acid pinacol ester with (3-methylpyridin-2-yl)boronic acid gave 348. 1H NMR (500 MHz, DMSO-d6) δ 9.67 (s, 1H), 8.52-8.51 (m, 1H), 8.27 (s, 1H), 8.23 (s, 1H), 7.67-7.65 (m, 1H), 7.29-7.26 (m, 1H), 5.03-5.00 (m, 1H), 4.04-3.93 (m, 2H), 3.78 (s, 3H), 3.56-3.54 (m, 1H... The reactants are CCOC(C)=O, COC(=O)C(C)Oc1cccc(C=O)c1, [H][H]. Yields the product COC(=O)C(C)Oc1cccc(CO)c1. RXN SMILES: [CH3:18][CH2:19][O:20][C:21](=[O:22])[CH3:23].[CH:1](=[O:2])[c:3]1[cH:4][c:5]([O:6][CH:7]([C:8](=[O:9])[O:10][CH3:11])[CH3:12])[cH:13][cH:14][cH:15]1.[H:16][H:17]>>[CH2:1]([OH:2])[c:3]1[cH:4][c:5]([O:6][CH:7]([C:8](=[O:9])[O:10][CH3:11])[CH3:12])[cH:13][cH:14][cH:15]1. Reaction conditions: time 8 hour. Procedure: To a solution of tert-butyl N-[4-(morpholin-4-yl)cyclohexyl]carbamate (1.0 g, 3.52 mmol, 1.00 equiv) in methanol (5 mL) was added concentrated hydrochloric acid (1.5 mL) at 0° C. The resulting solution was stirred overnight at room temperature. To this mixture was slowly added ether (50 mL). The precipitates were collected by filtration and dried in an oven to give 4-(morpholin-4-yl)cyclohexan-1-amine dihydrochloride (500 mg, 55%) as a white solid. The reactants are N1(CCOCC1)C1CCC(CC1)NC(OC(C)(C)C)=O (tert-butyl N-[4-(morpholin-4-yl)cyclohexyl]carbamate), Cl (hydrochloric acid), CCOCC (ether). Isolated yield 55.0%. Yields the product Cl.Cl.N1(CCOCC1)C1CCC(CC1)N (4-(morpholin-4-yl)cyclohexan-1-amine dihydrochloride). As a reaction SMILES: [N:1]1([CH:7]2[CH2:12][CH2:11][CH:10]([NH:13]C(=O)OC(C)(C)C)[CH2:9][CH2:8]2)[CH2:6][CH2:5][O:4][CH2:3][CH2:2]1.[ClH:21].CCOCC>CO>[ClH:21].[ClH:21].[N:1]1([CH:7]2[CH2:8][CH2:9][CH:10]([NH2:13])[CH2:11][CH2:12]2)[CH2:2][CH2:3][O:4][CH2:5][CH2:6]1 |f:4.5.6|. Solvent: CO (methanol).